This data is from the Open Reaction Database (ORD), a public repository of structured organic reaction records. The task is: describe an organic reaction: reactants, conditions, products, and yield The reactants are CCOC(=O)c1cc2ccc(C(CC)(CC)c3ccc(OCC(=O)C(C)(C)C)c(C)c3)cc2s1, C1CCOC1, CO, [Na+], [OH-]. The product is CCC(CC)(c1ccc(OCC(=O)C(C)(C)C)c(C)c1)c1ccc2cc(C(=O)O)sc2c1. Reaction SMILES: [CH2:1]([CH3:2])[O:3][C:4](=[O:5])[c:6]1[cH:7][c:8]2[c:9]([s:10]1)[cH:11][c:12]([C:15]([CH2:16][CH3:17])([CH2:18][CH3:19])[c:20]1[cH:21][c:22]([CH3:34])[c:23]([O:26][CH2:27][C:28]([C:29]([CH3:30])([CH3:31])[CH3:32])=[O:33])[cH:24][cH:25]1)[cH:13][cH:14]2.[CH2:39]1[O:40][CH2:41][CH2:42][CH2:43]1.[CH3:37][OH:38].[Na+:36].[OH-:35]>>[O:3]=[C:4]([OH:5])[c:6]1[cH:7][c:8]2[c:9]([s:10]1)[cH:11][c:12]([C:15]([CH2:16][CH3:17])([CH2:18][CH3:19])[c:20]1[cH:21][c:22]([CH3:34])[c:23]([O:26][CH2:27][C:28]([C:29]([CH3:30])([CH3:31])[CH3:32])=[O:33])[cH:24][cH:25]1)[cH:13][cH:14]2. Reactants: BrC1=CC2=CN(N=C2C(=C1)C(C)OCC1(CCN(CC1)C(=O)OC(C)(C)C)C1=CC=C(C=C1)F)COCC[Si](C)(C)C ((±)-tert-Butyl 4-((1-(5-bromo-2-((2-(trimethylsilyl)ethoxy)methyl)-2H-indazol-7-yl)ethoxy)methyl)-4-(4-fluorophenyl)piperidine-1-carboxylate), C1(CC1)B(O)O (cyclopropyl boronic acid), [OH-].[K+] (potassium hydroxide). Reagents/catalysts: [Pd].C1(=CC=CC=C1)P(C1=CC=CC=C1)C1=CC=CC=C1.C1(=CC=CC=C1)P(C1=CC=CC=C1)C1=CC=CC=C1.C1(=CC=CC=C1)P(C1=CC=CC=C1)C1=CC=CC=C1.C1(=CC=CC=C1)P(C1=CC=CC=C1)C1=CC=CC=C1 (tetrakis(triphenylphosphine) palladium(0)). Solvent: O1CCCC1 (tetrahydrofuran). Reaction conditions: temperature 100 celsius. Yields the product C1(CC1)C1=CC2=CN(N=C2C(=C1)C(C)OCC1(CCN(CC1)C(=O)OC(C)(C)C)C1=CC=C(C=C1)F)COCC[Si](C)(C)C ((±)-tert-Butyl 4-((1-(5-cyclopropyl-2-((2-(trimethylsilyl)ethoxy)methyl)-2H-indazol-7-yl)ethoxy)methyl)-4-(4-fluorophenyl)piperidine-1-carboxylate). As a reaction SMILES: Br[C:2]1[CH:10]=[C:9]([CH:11]([O:13][CH2:14][C:15]2([C:28]3[CH:33]=[CH:32][C:31]([F:34])=[CH:30][CH:29]=3)[CH2:20][CH2:19][N:18]([C:21]([O:23][C:24]([CH3:27])([CH3:26])[CH3:25])=[O:22])[CH2:17][CH2:16]2)[CH3:12])[C:8]2[C:4](=[CH:5][N:6]([CH2:35][O:36][CH2:37][CH2:38][Si:39]([CH3:42])([CH3:41])[CH3:40])[N:7]=2)[CH:3]=1.[CH:43]1(B(O)O)[CH2:45][CH2:44]1.[OH-].[K+]>O1CCCC1.[Pd].C1(P(C2C=CC=CC=2)C2C=CC=CC=2)C=CC=CC=1.C1(P(C2C=CC=CC=2)C2C=CC=CC=2)C=CC=CC=1.C1(P(C2C=CC=CC=2)C2C=CC=CC=2)C=CC=CC=1.C1(P(C2C=CC=CC=2)C2C=CC=CC=2)C=CC=CC=1>[CH:43]1([C:2]2[CH:10]=[C:9]([CH:11]([O:13][CH2:14][C:15]3([C:28]4[CH:33]=[CH:32][C:31]([F:34])=[CH:30][CH:29]=4)[CH2:16][CH2:17][N:18]([C:21]([O:23][C:24]([CH3:27])([CH3:26])[CH3:25])=[O:22])[CH2:19][CH2:20]3)[CH3:12])[C:8]3[C:4](=[CH:5][N:6]([CH2:35][O:36][CH2:37][CH2:38][Si:39]([CH3:41])([CH3:40])[CH3:42])[N:7]=3)[CH:3]=2)[CH2:45][CH2:44]1 |f:2.3,5.6.7.8.9|. Procedure details: (±)-tert-Butyl 4-((1-(5-bromo-2-((2-(trimethylsilyl)ethoxy)methyl)-2H-indazol-7-yl)ethoxy)methyl)-4-(4-fluorophenyl)piperidine-1-carboxylate (75 mg, 0. 113 mmol), cyclopropyl boronic acid (20 mg, 0.34 mmol), and tetrakis(triphenylphosphine) palladium(0) (13. 1 mg, 0.011 mmol) were combined in dry tetrahydrofuran (2 mL) followed by addition of 0.58 mL of a 1 N aqueous potassium hydroxide solution in a microwave tube and sealed. After flushing the mixture with nitrogen, the mixture was heated at 1...